describe an organic reaction: reactants, conditions, products, and yield From a dataset of the Open Reaction Database (ORD), a public repository of structured organic reaction records. Starting materials: O=C1N(Cc2ccccc2)c2ccccc2C12CC2c1ccc2cnn(Cc3ccccc3)c2c1, O=C1Cc2cc(F)ccc2N1Cc1ccccc1, CS(=O)(=O)OCC(OS(C)(=O)=O)c1ccc2cnn(Cc3ccccc3)c2c1. The product is O=C1N(Cc2ccccc2)c2ccc(F)cc2C12CC2c1ccc2cnn(Cc3ccccc3)c2c1. As a reaction SMILES: [CH2:1]([c:2]1[cH:3][cH:4][cH:5][cH:6][cH:7]1)[N:8]1[C:9](=[O:35])[C:10]2([CH:11]([c:13]3[cH:14][cH:15][c:16]4[cH:17][n:18][n:19]([CH2:22][c:23]5[cH:24][cH:25][cH:26][cH:27][cH:28]5)[c:20]4[cH:21]3)[CH2:12]2)[c:29]2[cH:30][cH:31][cH:32][cH:33][c:34]21.[CH2:64]([N:65]1[c:66]2[c:67]([cH:68][c:69]([F:80])[cH:70][cH:71]2)[CH2:72][C:73]1=[O:74])[c:75]1[cH:76][cH:77][cH:78][cH:79][cH:81]1.[CH3:36][S:37]([O:38][CH:39]([c:40]1[cH:41][c:42]2[c:43]([cH:44][n:45][n:46]2[CH2:47][c:48]2[cH:49][cH:50][cH:51][cH:52][cH:53]2)[cH:54][cH:55]1)[CH2:56][O:57][S:58]([CH3:59])(=[O:60])=[O:61])(=[O:62])=[O:63]>>[CH2:1]([c:2]1[cH:3][cH:4][cH:5][cH:6][cH:7]1)[N:8]1[C:9](=[O:35])[C:10]2([CH:11]([c:13]3[cH:14][cH:15][c:16]4[cH:17][n:18][n:19]([CH2:22][c:23]5[cH:24][cH:25][cH:26][cH:27][cH:28]5)[c:20]4[cH:21]3)[CH2:12]2)[c:29]2[cH:30][c:31]([F:80])[cH:32][cH:33][c:34]21.